From a dataset of the Open Reaction Database (ORD), a public repository of structured organic reaction records. describe an organic reaction: reactants, conditions, products, and yield Reactants: C([O-])(O)=O.[Na+] (sodium bicarbonate), OCC=1NC(=C(C(C1C(=O)OCC)C1=CC(=CC=C1)[N+](=O)[O-])C(=O)OCC)C (Diethyl 1,4-dihydro-2-(hydroxymethyl)-6-methyl-4-(3-nitrophenyl)-3,5-pyridinedicarboxylate), C(C)N(CC)S(F)(F)F (diethylaminosulphur trifluoride). Solvent: C(Cl)Cl (methylene chloride), C(Cl)Cl (methylene chloride). Reaction conditions: time 2.5 hour. The product is FCC=1NC(=C(C(C1C(=O)OCC)C1=CC(=CC=C1)[N+](=O)[O-])C(=O)OCC)C (Diethyl 2-(fluoromethyl)-1,4-dihydro-6-methyl-4-(3-nitrophenyl)-3,5-pyridinedicarboxylate). Isolated yield 15.3%. As a reaction SMILES: O[CH2:2][C:3]1[NH:4][C:5]([CH3:28])=[C:6]([C:23]([O:25][CH2:26][CH3:27])=[O:24])[CH:7]([C:14]2[CH:19]=[CH:18][CH:17]=[C:16]([N+:20]([O-:22])=[O:21])[CH:15]=2)[C:8]=1[C:9]([O:11][CH2:12][CH3:13])=[O:10].C(N(S(F)(F)[F:35])CC)C.C(=O)(O)[O-].[Na+]>C(Cl)Cl>[F:35][CH2:2][C:3]1[NH:4][C:5]([CH3:28])=[C:6]([C:23]([O:25][CH2:26][CH3:27])=[O:24])[CH:7]([C:14]2[CH:19]=[CH:18][CH:17]=[C:16]([N+:20]([O-:22])=[O:21])[CH:15]=2)[C:8]=1[C:9]([O:11][CH2:12][CH3:13])=[O:10] |f:2.3|. Reported procedure: Diethyl 1,4-dihydro-2-(hydroxymethyl)-6-methyl-4-(3-nitrophenyl)-3,5-pyridinedicarboxylate (0.1 g, 0.25 mmoles) in dry methylene chloride (5 ml) was added to a stirred solution at -60° of diethylaminosulphur trifluoride (0.068 ml, 0.55 mmoles) in dry methylene chloride (10 ml) over 10 minutes. The reaction mixture was allowed to reach room temperature over 2.5 hours, poured into aqeuous sodium bicarbonate (15 ml) and the aqueous layer extracted with methylene chloride (2×). The organic extracts ...